Dataset: the Open Reaction Database (ORD), a public repository of structured organic reaction records. Task: describe an organic reaction: reactants, conditions, products, and yield The product is Br.BrC(C)C1CCNCC1 (4-(1'-bromoethyl)-piperidine hydrobromide). Procedure: A solution of 4-(1'-hydroxyethyl)-piperidine (13 g, m.p. 65°-68° C.) in ethanol (25 ml) was neutralized with 5 N hydrogen bromide in ethanol. After removal of the solvent in vacuo, the residue was distilled twice with chloroform and finally dried at 0.05 mm Hg. The oily residue was mixed with phosphorous tribromide (25 ml) and heated on the steam bath for 2 hours. After cooling, the mixture was treated with ether (250 ml) to give a crystalline precipitate which was filtered off and washed with e... RXN SMILES: O[CH:2]([CH:4]1[CH2:9][CH2:8][NH:7][CH2:6][CH2:5]1)[CH3:3].[BrH:10]>C(O)C>[BrH:10].[Br:10][CH:2]([CH:4]1[CH2:9][CH2:8][NH:7][CH2:6][CH2:5]1)[CH3:3] |f:3.4|. Solvent: C(C)O (ethanol), C(C)O (ethanol). Reactants: OC(C)C1CCNCC1 (4-(1'-hydroxyethyl)-piperidine), Br (hydrogen bromide). Reactants: C1(=CC=CC2=CC=CC=C12)OC(NC)=O (α-naphthyl-N-methylcarbamate), CNC(=O)Cl (methylcarbamyl chloride), C1(=CC=CC2=CC=CC=C12)O (α-naphthol), C=1C=CC=2C(C1)=CC=CC2O (naphthol), C1=C(C=CC2=CC=CC=C12)O (β-naphthol), CNC(=O)Cl (methylcarbamyl chloride), C1(=CC=CC2=CC=CC=C12)O (α-naphthol), C1=C(C=CC2=CC=CC=C12)O (β-naphthol), Cl (hydrogen chloride), C(=O)(Cl)Cl (phosgene). Run in C1(=CC=CC=C1)C(C)C (cumene), C1(=CC=CC=C1)C(C)C (cumene), C1(=CC=CC=C1)C(C)C (cumene). Product: C1=C(C=CC2=CC=CC=C12)OC(NC)=O (β-naphthyl-N-methylcarbamate). Reaction SMILES: C1(OC(=O)NC)C2C(=CC=CC=2)C=CC=1.[CH3:16][NH:17][C:18](Cl)=[O:19].C1(O)C2C(=CC=CC=2)C=CC=1.[CH:32]1[C:41]2[C:36](=[CH:37][CH:38]=[CH:39][CH:40]=2)[CH:35]=[CH:34][C:33]=1[OH:42].C(Cl)(Cl)=O.Cl>C1(C(C)C)C=CC=CC=1>[CH:32]1[C:41]2[C:36](=[CH:37][CH:38]=[CH:39][CH:40]=2)[CH:35]=[CH:34][C:33]=1[O:42][C:18](=[O:19])[NH:17][CH3:16]. Procedure details: A process for the manufacture of α-naphthyl-N-methylcarbamate by the reaction of methylcarbamyl chloride and α-naphthol containing β-naphthol as an impurity, which comprises reacting methylcarbamyl chloride, which is essentially free from phosgene and hydrogen chloride, in the absence of an acid-binding agent, with α-naphthol containing β-naphthol as an impurity at a temperature in the range of 60° to 130° C in, as solvent, cumene, the starting concentration of said naphthol in the cumene being ... Starting materials: C(Cl)Cl (DCM), CC=1C(NC(NC1)=O)=O (5-methyl-2,4(1H,3H)-pyrimidinedione), BrCCCCCCl (1-bromo-5-chloropentane), C(=O)([O-])[O-].[K+].[K+] (K2CO3). The solvent is CN(C)C=O (DMF). Run at time 1 hour. The product is ClCCCCCN1C(NC(C(=C1)C)=O)=O (1-(5-chloropentyl)-5-methyl-2,4(1H,3H)-pyrimidinedione). Isolated yield 11.0%. As a reaction SMILES: [CH3:1][C:2]1[C:3](=[O:9])[NH:4][C:5](=[O:8])[NH:6][CH:7]=1.C([O-])([O-])=O.[K+].[K+].Br[CH2:17][CH2:18][CH2:19][CH2:20][CH2:21][Cl:22].C(Cl)Cl>CN(C=O)C>[Cl:22][CH2:21][CH2:20][CH2:19][CH2:18][CH2:17][N:6]1[CH:7]=[C:2]([CH3:1])[C:3](=[O:9])[NH:4][C:5]1=[O:8] |f:1.2.3|. Procedure details: 5-methyl-2,4(1H,3H)-pyrimidinedione (commercially available, 0.55 g, 3.97 mmol) was dissolved in dry DMF (15 mL). K2CO3 (0.548 g, 3.97 mmol) was added and the mixture stirred at room temperature for 1 hour. 1-bromo-5-chloropentane (0.526 ml, 3.97 mmol) was then added and the suspension was stirred at room temperature for 4 h. The volume of solvent was reduced, then DCM was added and the organic layer was washed with water, the organic phase was evaporated and the crude purified by FC (DCM/MeOH 9... Starting materials: Grignard reagent, [Mg] (Magnesium), BrCCC1=CC=CC=C1 ((2-bromoethyl)-benzene), Grignard reagent, FC1=CC2=C(N3C(S2)=NC=C3C=O)C=C1 (7-Fluoro-imidazo [2,1-b]benzothiazole-3-carboxaldehyde). The solvent is CCOCC (ether). Product: FC1=CC2=C(N3C(S2)=NC=C3C(O)CCC3=CC=CC=C3)C=C1 (7-Fluoro-α-(2-phenylethyl) imidazo[2,1-b]benzothiazole-3-methanol). RXN SMILES: [Mg].Br[CH2:3][CH2:4][C:5]1[CH:10]=[CH:9][CH:8]=[CH:7][CH:6]=1.[F:11][C:12]1[CH:25]=[CH:24][C:15]2[N:16]3[C:21]([CH:22]=[O:23])=[CH:20][N:19]=[C:17]3[S:18][C:14]=2[CH:13]=1>CCOCC>[F:11][C:12]1[CH:25]=[CH:24][C:15]2[N:16]3[C:21]([CH:22]([CH2:3][CH2:4][C:5]4[CH:10]=[CH:9][CH:8]=[CH:7][CH:6]=4)[OH:23])=[CH:20][N:19]=[C:17]3[S:18][C:14]=2[CH:13]=1. Reported procedure: Magnesium (0.146 g) in anhydrous ether (15 mL) was treated with (2-bromoethyl)-benzene (0.82 mL) and reacted for 2.5 hours. The Grignard reagent was treated with solid 7-Fluoro-imidazo [2,1-b]benzothiazole-3-carboxaldehyde (Formula L-3) (0.44 g). Incomplete conversion was observed, an additional charge of Grignard reagent was added, and reacted for 24 hours. The reaction mixture was decanted into 5% ammonium chloride solution and extracted with ethyl acetate. The extract was washed, dried, and e... Starting materials: Cl.FC=1C=C2C(=NN(C2=CC1)C1=CC=C(C=C1)C(F)(F)F)C1CCNCC1 (5-fluoro-1-[4-(trifluoromethyl)phenyl]-3-(4-piperidinyl)-1H-indazole hydrochloride), [N+](=O)([O-])NC(=O)N (nitrourea), O (H2O). Run in CN(C)C=O (DMF). Reaction conditions: time 4 hour. Product: FC=1C=C2C(=NN(C2=CC1)C1=CC=C(C=C1)C(F)(F)F)C1CCN(CC1)C(=O)N (4-[5-fluoro-1-[4-(trifluoromethyl)phenyl]-1H-indazol-3-yl]piperidine-1-carboxamide). Isolated yield 39.8%. Reaction SMILES: Cl.[F:2][C:3]1[CH:4]=[C:5]2[C:9](=[CH:10][CH:11]=1)[N:8]([C:12]1[CH:17]=[CH:16][C:15]([C:18]([F:21])([F:20])[F:19])=[CH:14][CH:13]=1)[N:7]=[C:6]2[CH:22]1[CH2:27][CH2:26][NH:25][CH2:24][CH2:23]1.[N+]([NH:31][C:32](N)=[O:33])([O-])=O.O>CN(C=O)C>[F:2][C:3]1[CH:4]=[C:5]2[C:9](=[CH:10][CH:11]=1)[N:8]([C:12]1[CH:13]=[CH:14][C:15]([C:18]([F:19])([F:20])[F:21])=[CH:16][CH:17]=1)[N:7]=[C:6]2[CH:22]1[CH2:27][CH2:26][N:25]([C:32]([NH2:31])=[O:33])[CH2:24][CH2:23]1 |f:0.1|. Procedure: To a solution of 5-fluoro-1-[4-(trifluoromethyl)phenyl]-3-(4-piperidinyl)-1H-indazole free base of Example 124 (6.3 g, 0.017 moles) in DMF (100 ml) was added nitrourea (2.2 g, 0.021 moles). The mixture was warmed on a steam bath until gas began to evolve and was then stirred at ambient temperature for 4 hours. The mixture was then poured into H2O and the product extracted (dichloromethane), dried (MgSO4), and concentrated to yield 6.9 of an oil. The oil was triturated with water to produce 6.9 o... The reactants are C(C(=O)Cl)(=O)Cl (oxalyl chloride), CN(S(=O)(=O)C=1C=CC(=C(C(=O)O)C1)OCC1=CC=CC=C1)C (5-[(dimethylamino)sulfonyl]-2-[(phenylmethyl)oxy]benzoic acid), acyl chloride, N1=CC(=CC=C1)N (3-pyridinamine), C(C)(C)N(CC)C(C)C (diisopropylethylamine). Solvent: ClCCl (dichloromethane), ClCCl (dichloromethane), ClCCl (dichloromethane), ClCCl (dichloromethane). Run at temperature 25 celsius, time 0.5 hour. Product: CN(S(=O)(=O)C=1C=CC(=C(C(=O)NC=2C=NC=CC2)C1)OCC1=CC=CC=C1)C (5-[(Dimethylamino)sulfonyl]-2-[(phenylmethyl)oxy]-N-3-pyridinylbenzamide). Reaction SMILES: C(Cl)(=O)C(Cl)=O.[CH3:7][N:8]([CH3:29])[S:9]([C:12]1[CH:13]=[CH:14][C:15]([O:21][CH2:22][C:23]2[CH:28]=[CH:27][CH:26]=[CH:25][CH:24]=2)=[C:16]([CH:20]=1)[C:17](O)=[O:18])(=[O:11])=[O:10].[N:30]1[CH:35]=[CH:34][CH:33]=[C:32]([NH2:36])[CH:31]=1.C(N(C(C)C)CC)(C)C>ClCCl>[CH3:7][N:8]([CH3:29])[S:9]([C:12]1[CH:13]=[CH:14][C:15]([O:21][CH2:22][C:23]2[CH:28]=[CH:27][CH:26]=[CH:25][CH:24]=2)=[C:16]([CH:20]=1)[C:17]([NH:36][C:32]1[CH:31]=[N:30][CH:35]=[CH:34][CH:33]=1)=[O:18])(=[O:10])=[O:11]. Procedure: A solution of oxalyl chloride (0.06 ml, 0.69 mmol) in dichloromethane (5 ml) was added dropwise over 1 minute to a stirred solution of 5-[(dimethylamino)sulfonyl]-2-[(phenylmethyl)oxy]benzoic acid (may be prepared as described in Description 63; 230 mg, 0.69 mmol) in dichloromethane (5 ml) at 0° C. The reaction mixture was stirred at 25° C. for 0.5 h, and then concentrated under reduced pressure to give the crude acyl chloride as a yellow solid. A solution of this crude acyl chloride in dichloro... Starting materials: CC(=O)O[BH-](OC(C)=O)OC(C)=O, C=O, CC(Cl)Cl, COc1cccc(CCC2CN(C3=Nc4ccc(F)cc4Nc4sc5ccccc5c43)CCN2)c1, [Na+]. The product is COc1cccc(CCC2CN(C3=Nc4ccc(F)cc4Nc4sc5ccccc5c43)CCN2C)c1. As a reaction SMILES: [C:36]([O:37][BH-:38]([O:39][C:40](=[O:41])[CH3:42])[O:43][C:44](=[O:45])[CH3:46])(=[O:47])[CH3:48].[CH2:50]=[O:51].[Cl:52][CH:53]([Cl:54])[CH3:55].[F:1][c:2]1[cH:3][cH:4][c:5]2[c:6]([cH:35]1)[NH:7][c:8]1[s:9][c:10]3[c:11]([c:12]1[C:13]([N:15]1[CH2:16][CH:17]([CH2:21][CH2:22][c:23]4[cH:24][c:25]([O:29][CH3:30])[cH:26][cH:27][cH:28]4)[NH:18][CH2:19][CH2:20]1)=[N:14]2)[cH:31][cH:32][cH:33][cH:34]3.[Na+:49]>>[F:1][c:2]1[cH:3][cH:4][c:5]2[c:6]([cH:35]1)[NH:7][c:8]1[s:9][c:10]3[c:11]([c:12]1[C:13]([N:15]1[CH2:16][CH:17]([CH2:21][CH2:22][c:23]4[cH:24][c:25]([O:29][CH3:30])[cH:26][cH:27][cH:28]4)[N:18]([CH3:36])[CH2:19][CH2:20]1)=[N:14]2)[cH:31][cH:32][cH:33][cH:34]3. Starting materials: C(C)(C)(C)OC(NCC#CC1=NC(=C2N=CN(C2=N1)[C@H]1[C@@H]([C@@H]([C@H](C1)NC(CO)=O)O)O)N[C@@H](CC1=CC=CC=C1)CO)=O ({3-[9-[(1R,2S,3R,4S)-2,3-Dihydroxy-4-(2-hydroxy-acetylamino)-cyclopentyl]-6-((S)-1-hydroxymethyl-2-phenyl-ethylamino)-9H-purin-2-yl]-prop-2-ynyl}-carbamic acid tert-butyl ester). Solvent: Cl (HCl), CO (MeOH). Conditions: time 3 day. Product: NCC#CC1=NC(=C2N=CN(C2=N1)[C@H]1[C@@H]([C@@H]([C@H](C1)NC(CO)=O)O)O)N[C@@H](CC1=CC=CC=C1)CO (N-{(1S,2R,3S,4R)-4-[2-(3-Amino-prop-1-ynyl)-6-((S)-1-hydroxymethyl-2-phenyl-ethylamino)-purin-9-yl]-2,3-dihydroxy-cyclopentyl}-2-hydroxy-acetamide). As a reaction SMILES: C(OC(=O)[NH:7][CH2:8][C:9]#[C:10][C:11]1[N:19]=[C:18]2[C:14]([N:15]=[CH:16][N:17]2[C@@H:20]2[CH2:24][C@H:23]([NH:25][C:26](=[O:29])[CH2:27][OH:28])[C@@H:22]([OH:30])[C@H:21]2[OH:31])=[C:13]([NH:32][C@H:33]([CH2:41][OH:42])[CH2:34][C:35]2[CH:40]=[CH:39][CH:38]=[CH:37][CH:36]=2)[N:12]=1)(C)(C)C>Cl.CO>[NH2:7][CH2:8][C:9]#[C:10][C:11]1[N:19]=[C:18]2[C:14]([N:15]=[CH:16][N:17]2[C@@H:20]2[CH2:24][C@H:23]([NH:25][C:26](=[O:29])[CH2:27][OH:28])[C@@H:22]([OH:30])[C@H:21]2[OH:31])=[C:13]([NH:32][C@H:33]([CH2:41][OH:42])[CH2:34][C:35]2[CH:36]=[CH:37][CH:38]=[CH:39][CH:40]=2)[N:12]=1. Procedure details: {3-[9-[(1R,2S,3R,4S)-2,3-Dihydroxy-4-(2-hydroxy-acetylamino)-cyclopentyl]-6-((S)-1-hydroxymethyl-2-phenyl-ethylamino)-9H-purin-2-yl]-prop-2-ynyl}-carbamic acid tert-butyl ester (Intermediate XA) is dissolved in 1.25 M HCl in MeOH. After stirring at RT for 3 days, the solvent is removed in vacuo to yield the title compound. This is used in the next step without further purification. Starting materials: Cl.ClC=1C=CC(=C(C[C@@H]2CNC(CN(C2=O)C(=O)N[C@H](CCC)C2=CC(=C(C(=O)O)C=C2)[N+](=O)[O-])=NOCC)C1)OC (4-[(1R)-1-({[(6R)-6-(5-chloro-2-methoxybenzyl)-3-(ethoxyimino)-7-oxo-1,4-diazepan-1-yl]carbonyl}amino)butyl]-2-nitrobenzoic acid hydrochloride), C(C)(=O)OCC (ethyl acetate). The reagents and catalysts are [Zn] (zinc). Run in C(C)(=O)O (acetic acid). Reaction conditions: time 4 hour. The product is NC1=C(C(=O)O)C=CC(=C1)[C@@H](CCC)NC(=O)N1CC(NC[C@H](C1=O)CC1=C(C=CC(=C1)Cl)OC)=NOCC (2-amino-4-[(1R)-1-({[(6R)-6-(5-chloro-2-methoxybenzyl)-3-(ethoxyimino)-7-oxo-1,4-diazepan-1-yl]carbonyl}amino)butyl]benzoic acid). Isolated yield 101.3%. As a reaction SMILES: Cl.[Cl:2][C:3]1[CH:4]=[CH:5][C:6]([O:41][CH3:42])=[C:7]([CH:40]=1)[CH2:8][C@H:9]1[C:15](=[O:16])[N:14]([C:17]([NH:19][C@@H:20]([C:24]2[CH:32]=[CH:31][C:27]([C:28]([OH:30])=[O:29])=[C:26]([N+:33]([O-])=O)[CH:25]=2)[CH2:21][CH2:22][CH3:23])=[O:18])[CH2:13][C:12](=[N:36][O:37][CH2:38][CH3:39])[NH:11][CH2:10]1.C(OCC)(=O)C>[Zn].C(O)(=O)C>[NH2:33][C:26]1[CH:25]=[C:24]([C@H:20]([NH:19][C:17]([N:14]2[C:15](=[O:16])[C@H:9]([CH2:8][C:7]3[CH:40]=[C:3]([Cl:2])[CH:4]=[CH:5][C:6]=3[O:41][CH3:42])[CH2:10][NH:11][C:12](=[N:36][O:37][CH2:38][CH3:39])[CH2:13]2)=[O:18])[CH2:21][CH2:22][CH3:23])[CH:32]=[CH:31][C:27]=1[C:28]([OH:30])=[O:29] |f:0.1|. Procedure details: To the compound 101 (2.76 g) in an ethyl acetate (32 ml) and acetic acid (16 ml) suspension, zinc powder (2.88 g) was added under ice cooling, and the mixture was stirred at that temperature for 20 minutes and at room temperature for 4 hours. The reaction mixture was filtered by a glass filter spread with Celite®, then the residue was washed with ethyl acetate (50 ml). The filtrate and the washings were combined, then the mixture was successively washed with saturated aqueous ammonium chloride s... Reactants: C1(CC1)C1=C(C=NO1)C(C1=C(C=C(C=C1)C(F)(F)F)SC1=CC=C(C=C1)Cl)=O (5-cyclopropyl-4-[2-(4-chlorophenylsulphenyl)-4-trifluoromethylbenzoyl]isoxazole), ClC=1C=C(C(=O)OO)C=CC1 (3-chloroperoxybenzoic acid). Run in ClCCl (dichloromethane). Reaction conditions: temperature -12 celsius, time 15 minute. Product: C1(CC1)C1=C(C=NO1)C(C1=C(C=C(C=C1)C(F)(F)F)S(=O)C1=CC=C(C=C1)Cl)=O (5-cyclopropyl-4-[2-(4-chlorophenylsulphinyl)-4-trifluoromethylbenzoyl]isoxazole). Isolated yield 72.7%. RXN SMILES: [CH:1]1([C:4]2[O:8][N:7]=[CH:6][C:5]=2[C:9](=[O:28])[C:10]2[CH:15]=[CH:14][C:13]([C:16]([F:19])([F:18])[F:17])=[CH:12][C:11]=2[S:20][C:21]2[CH:26]=[CH:25][C:24]([Cl:27])=[CH:23][CH:22]=2)[CH2:3][CH2:2]1.ClC1C=C(C=CC=1)C(OO)=[O:34]>ClCCl>[CH:1]1([C:4]2[O:8][N:7]=[CH:6][C:5]=2[C:9](=[O:28])[C:10]2[CH:15]=[CH:14][C:13]([C:16]([F:19])([F:18])[F:17])=[CH:12][C:11]=2[S:20]([C:21]2[CH:22]=[CH:23][C:24]([Cl:27])=[CH:25][CH:26]=2)=[O:34])[CH2:3][CH2:2]1. Procedure details: A mixture of 5-cyclopropyl-4-[2-(4-chlorophenylsulphenyl)-4-trifluoromethylbenzoyl]isoxazole (1.14 g) and 3-chloroperoxybenzoic acid (0.84 g) in dichloromethane was stirred at -12° C. for 15 minutes. The precipitate was filtered and the filtrate was washed with aqueous sodium metabisulphite, aqueous sodium bicarbonate and a solution of brine and ammonium chloride, dried over anhydrous sodium sulphate and filtered. The dichloromethane was evaporated and the residue was crystallised from ethanol t...